From a dataset of the Open Reaction Database (ORD), a public repository of structured organic reaction records. describe an organic reaction: reactants, conditions, products, and yield Starting materials: C(CCCCCCCCCCCCC)C(C(=O)O)=C (2-tetradecylacrylic acid), B(F)(F)F (BF3), CO (methanol), CO (methanol). The product is C(CCCCCCCCCCCCC)C(C(=O)OC)=C (Methyl 2-tetradecylacrylate). RXN SMILES: [CH2:1]([C:15](=[CH2:19])[C:16]([OH:18])=[O:17])[CH2:2][CH2:3][CH2:4][CH2:5][CH2:6][CH2:7][CH2:8][CH2:9][CH2:10][CH2:11][CH2:12][CH2:13][CH3:14].B(F)(F)F.[CH3:24]O>>[CH2:1]([C:15](=[CH2:19])[C:16]([O:18][CH3:24])=[O:17])[CH2:2][CH2:3][CH2:4][CH2:5][CH2:6][CH2:7][CH2:8][CH2:9][CH2:10][CH2:11][CH2:12][CH2:13][CH3:14]. Reported procedure: 14.6 Grams of 2-tetradecylacrylic acid (0.052 mole) are combined with 65 ml of absolute methanol and 15 ml of 51% BF3 in methanol in a 200 ml flask equipped with a condenser and drying tube. The system is heated under reflux for six hours (two layers appear when cooled). The mixture is concentrated to 1/2 volume and the acid is neutralized with saturated NaHCO3 solution to about pH 7. The oily material is extracted with ether, washed with water and dried over anhydrous MgSO4. The ether solvent i...